The task is: describe an organic reaction: reactants, conditions, products, and yield. This data is from the Open Reaction Database (ORD), a public repository of structured organic reaction records. Starting materials: COCBr (bromomethyl methyl ether), compound, ClC1=C(C=CC(=C1)Cl)C1=CC2=C(N(C3=CC=C(C=C23)C=2N=NNC2)C)N(C1=O)C (3-(2,4-dichlorophenyl)-1,9-dimethyl-6-(1H-[1,2,3]triazol-4-yl)-1,9-dihydropyrido[2,3-b]indol-2-one), [H-].[Na+] (NaH), C1COC2=CC=CC=C2OCCOCCOC3=CC=CC=C3OCCO1 (dibenzo-18-crown-6). The solvent is O (water), CN(C)C=O (DMF). Run at time 16 hour. Product: ClC1=C(C=CC(=C1)Cl)C1=CC2=C(N(C3=CC=C(C=C23)C=2N=NN(C2)COC)C)N(C1=O)C (3-(2,4-Dichlorophenyl)-6-(1-methoxymethyl-1H-[1,2,3]triazol-4-yl)-1,9-dimethyl-1,9-dihydropyrido[2,3-b]indol-2-one). As a reaction SMILES: [Cl:1][C:2]1[CH:7]=[C:6]([Cl:8])[CH:5]=[CH:4][C:3]=1[C:9]1[C:27](=[O:28])[N:26]([CH3:29])[C:12]2[N:13]([CH3:25])[C:14]3[C:19]([C:11]=2[CH:10]=1)=[CH:18][C:17]([C:20]1[N:21]=[N:22][NH:23][CH:24]=1)=[CH:16][CH:15]=3.[H-].[Na+].C1OCCOC2C(=CC=CC=2)OCCOCCOC2[C:35](=CC=CC=2)[O:34][CH2:33]1.COCBr>CN(C=O)C.O>[Cl:1][C:2]1[CH:7]=[C:6]([Cl:8])[CH:5]=[CH:4][C:3]=1[C:9]1[C:27](=[O:28])[N:26]([CH3:29])[C:12]2[N:13]([CH3:25])[C:14]3[C:19]([C:11]=2[CH:10]=1)=[CH:18][C:17]([C:20]1[N:21]=[N:22][N:23]([CH2:33][O:34][CH3:35])[CH:24]=1)=[CH:16][CH:15]=3 |f:1.2|. Procedure details: 209 mg (0.49 mmol) of compound from Example 47, 3-(2,4-dichlorophenyl)-1,9-dimethyl-6-(1H-[1,2,3]triazol-4-yl)-1,9-dihydropyrido[2,3-b]indol-2-one, are dissolved in 3 ml of DMF. 30 mg (0.74 mmol) of 60% NaH and a spatula tip of dibenzo-18-crown-6 are added. 80 μl of bromomethyl methyl ether are then added. The mixture is stirred at ambient temperature for 16 hours. The reaction medium is poured into water and then extracted with EtOAc and the organic phase is dried over MgSO4, filtered and evapo... Starting materials: O=C([O-])[O-], CCOCC, COCCOC, COc1ccc2ncc(C#N)c(Cl)c2n1, [K+], [K+], O. Product: C=Cc1c(C#N)cnc2ccc(OC)nc12. Reaction SMILES: [C:16](=[O:17])([O-:18])[O-:19].[CH3:22][CH2:23][O:24][CH2:25][CH3:26].[CH3:27][O:28][CH2:29][CH2:30][O:31][CH3:32].[Cl:1][c:2]1[c:3]([C:14]#[N:15])[cH:4][n:5][c:6]2[cH:7][cH:8][c:9]([O:12][CH3:13])[n:10][c:11]12.[K+:20].[K+:21].[OH2:33]>>[c:2]1([CH:22]=[CH2:23])[c:3]([C:14]#[N:15])[cH:4][n:5][c:6]2[cH:7][cH:8][c:9]([O:12][CH3:13])[n:10][c:11]12.